This data is from the Open Reaction Database (ORD), a public repository of structured organic reaction records. The task is: describe an organic reaction: reactants, conditions, products, and yield Starting materials: C(C)(C)(C)OC(=O)N1[C@@H](CC2CCCCC12)C(=O)O ([1-tert-butoxycarbonyl-(2S)-octahydroindolyl]carboxylic acid), B.C1CCOC1 (BH3.THF). Run in C1CCOC1 (THF). Run at time 1 hour. Yields the product C(C)(C)(C)OC(=O)N1[C@@H](CC2CCCCC12)CO ([1-tert-butoxycarbonyl-(2S)-octahydroindolyl]methanol). The yield is 100.2%. RXN SMILES: [C:1]([O:5][C:6]([N:8]1[CH:16]2[CH:11]([CH2:12][CH2:13][CH2:14][CH2:15]2)[CH2:10][C@H:9]1[C:17](O)=[O:18])=[O:7])([CH3:4])([CH3:3])[CH3:2].B.C1COCC1>C1COCC1>[C:1]([O:5][C:6]([N:8]1[CH:16]2[CH:11]([CH2:12][CH2:13][CH2:14][CH2:15]2)[CH2:10][C@H:9]1[CH2:17][OH:18])=[O:7])([CH3:4])([CH3:3])[CH3:2] |f:1.2|. Procedure: To a stirred solution of [1-tert-butoxycarbonyl-(2S)-octahydroindolyl]carboxylic acid (1.0 g, 3.7 mmol) in THF (10.0 ml) was added BH3.THF (1.0 M in THF, 8.0 ml) at 0° C. After stirred at room temperature for 1.0 h, the reaction mixture was heated under reflux for 1.5 hr. After cooled, the mixture was concentrated in vacuo. Water was added thereto at 0° C., and extracted with EtOAc. The extract was washed with water, then dried over Na2SO4, and concentrated in vacuo to give [1-tert-butoxycarbony... Starting materials: BrC1=CC=C(C=C1)F (4-bromofluorobenzene), COCC(=O)OC (methyl methoxyacetate), [Mg] (magnesium), BrC1=CC=C(C=C1)F (4-bromofluorobenzene), [Cl-].[NH4+] (ammonium chloride). Solvent: O1CCCC1 (tetrahydrofuran), O1CCCC1 (tetrahydrofuran), O1CCCC1 (tetrahydrofuran). Conditions: temperature 60 celsius, time 24 hour. Product: FC1=CC=C(C=C1)C(COC)(O)C1=CC=C(C=C1)F (1,1-bis(4-fluorophenyl)-2-methoxyethanol). As a reaction SMILES: [Mg].Br[C:3]1[CH:8]=[CH:7][C:6]([F:9])=[CH:5][CH:4]=1.[CH3:10][O:11][CH2:12][C:13]([O:15]C)=O.[Cl-].[NH4+]>O1CCCC1>[F:9][C:6]1[CH:7]=[CH:8][C:3]([C:13]([C:3]2[CH:8]=[CH:7][C:6]([F:9])=[CH:5][CH:4]=2)([OH:15])[CH2:12][O:11][CH3:10])=[CH:4][CH:5]=1 |f:3.4|. Procedure: 4.9 g of magnesium, 5 cm3 of 4-bromofluorobenzene and 25 cm3 of tetrahydrofuran are heated to a temperature in the region of 60° C. 17 cm3 of 4-bromofluorobenzene in solution in 25 cm3 of tetrahydrofuran are added and the mixture is heated at a temperature in the region of 60° C. for 2 hours. 5 cm3 of methyl methoxyacetate in solution in 25 cm3 of tetrahydrofuran are added to the solution prepared above, cooled to a temperature in the region of 0° C. After stirring for 24 hours at a temperature ... As a reaction SMILES: [Cl:1][C:2]1[CH:7]=[C:6](Cl)[N:5]=[C:4]([C:9]2[CH:14]=[CH:13][CH:12]=[CH:11][C:10]=2[O:15][CH2:16][CH2:17][CH3:18])[N:3]=1.C([OH:23])CCC>Cl.O>[Cl:1][C:2]1[CH:7]=[C:6]([OH:23])[N:5]=[C:4]([C:9]2[CH:14]=[CH:13][CH:12]=[CH:11][C:10]=2[O:15][CH2:16][CH2:17][CH3:18])[N:3]=1. Solvent: Cl (hydrochloric acid), O (water). Product: ClC1=NC(=NC(=C1)O)C1=C(C=CC=C1)OCCC (4-Chloro-6-hydroxy-2-(2-propoxyphenyl)pyrimidine). Starting materials: ClC1=NC(=NC(=C1)Cl)C1=C(C=CC=C1)OCCC (4,6-dichloro-2-(2-propoxyphenyl)pyrimidine), C(CCC)O (n-butanol). Reported procedure: A stirred solution of 4,6-dichloro-2-(2-propoxyphenyl)pyrimidine (16.68 g) in concentrated hydrochloric acid (40 ml), n-butanol (80 ml) and water (40 ml) was heated under reflux for 3 hours. The cooled reaction mixture was evaporated under reduced pressure to yield a residue which was washed with water and diethyl ether and recrystallized from isopropanol to yield the title compound, 8.46 g, m.p. 115.5°-116.5° C. A sample (1 g) of this material was recrystallized twice from isopropanol to yield ... Starting materials: C(#N)C(C(=O)NN)C1=CC=CC=C1 (2-cyano-2-phenylacetohydrazide), CC(CC(C)=O)=O (pentane-2,4-dione). Run in acidic acid. Conditions: temperature 60 celsius, time 3 hour. Yields the product CC1=NC=2N(C(=C1)C)N=C(C2C2=CC=CC=C2)O (5,7-Dimethyl-3-phenylpyrazolo[1,5-a]pyrimidin-2-ol). Yield: 27.4%. As a reaction SMILES: [C:1]([CH:3]([C:8]1[CH:13]=[CH:12][CH:11]=[CH:10][CH:9]=1)[C:4]([NH:6][NH2:7])=[O:5])#[N:2].[CH3:14][C:15](=O)[CH2:16][C:17](=O)[CH3:18]>>[CH3:14][C:15]1[CH:16]=[C:17]([CH3:18])[N:7]2[N:6]=[C:4]([OH:5])[C:3]([C:8]3[CH:13]=[CH:12][CH:11]=[CH:10][CH:9]=3)=[C:1]2[N:2]=1. Reported procedure: 2-cyano-2-phenylacetohydrazide [Int-1A] (3.27 g, 18.3 mmol, 1.0 eq) and pentane-2,4-dione (1.89 mL, 18.3 mmol, 1.0 eq) were dissolved in 59 mL acidic acid and stirred for 3 h at 60° C. The resulting yellow suspension was cooled to rt and the precipitate was isolated by filtration. The solid was washed with hexane and dried to give 1.20 g (27% yield) of the title compound.